Task: describe an organic reaction: reactants, conditions, products, and yield. Dataset: the Open Reaction Database (ORD), a public repository of structured organic reaction records The reactants are CC1=NOC(=C1)CN1C(C(=NC2=CC=CC=C12)C(=O)OCC)=O (ethyl 1-[(3-methylisoxazol-5-yl)methyl]-2-oxo-1,2-dihydroquinoxaline-3-carboxylate), O.[OH-].[Li+] (lithium hydroxide monohydrate). Solvent: C(C)O (ethanol), O (water). Conditions: time 2 hour. Yields the product CC1=NOC(=C1)CN1C(C(=NC2=CC=CC=C12)C(=O)O)=O (1-[(3-methylisoxazol-5-yl)methyl]-2-oxo-1,2-dihydroquinoxaline-3-carboxylic acid). Isolated yield 84.2%. As a reaction SMILES: [CH3:1][C:2]1[CH:6]=[C:5]([CH2:7][N:8]2[C:17]3[C:12](=[CH:13][CH:14]=[CH:15][CH:16]=3)[N:11]=[C:10]([C:18]([O:20]CC)=[O:19])[C:9]2=[O:23])[O:4][N:3]=1.O.[OH-].[Li+]>C(O)C.O>[CH3:1][C:2]1[CH:6]=[C:5]([CH2:7][N:8]2[C:17]3[C:12](=[CH:13][CH:14]=[CH:15][CH:16]=3)[N:11]=[C:10]([C:18]([OH:20])=[O:19])[C:9]2=[O:23])[O:4][N:3]=1 |f:1.2.3|. Procedure: 3.0 g (9.58 mmol) of ethyl 1-[(3-methylisoxazol-5-yl)methyl]-2-oxo-1,2-dihydroquinoxaline-3-carboxylate and 0.46 g (11.5 mmol) of lithium hydroxide monohydrate were dissolved in a solvent mixture of ethanol (30 mL) and water (30 mL), and the solution was stirred for 2 hours at room temperature. The reaction solution was concentrated to a half the original volume, and water was added to the residue. The mixture was acidified using 10% hydrochloric acid, and then extracted with ethyl acetate. The ... Starting materials: [OH-].[Na+] (sodium hydroxide), COC(=O)C1=CC=C(C=C1)C1=C(C=C(C=C1)F)F (2′,4′-difluorobiphenyl-4-carboxylic acid methyl ester), Cl (HCl). The solvent is O1CCOCC1 (dioxane). Reaction conditions: temperature 50 celsius, time 15 hour. The product is FC1=C(C=CC(=C1)F)C1=CC=C(C=C1)C(=O)O (2′,4′-Difluorobiphenyl-4-carboxylic acid). The yield is 24.7%. As a reaction SMILES: C[O:2][C:3]([C:5]1[CH:10]=[CH:9][C:8]([C:11]2[CH:16]=[CH:15][C:14]([F:17])=[CH:13][C:12]=2[F:18])=[CH:7][CH:6]=1)=[O:4].[OH-].[Na+].Cl>O1CCOCC1>[F:18][C:12]1[CH:13]=[C:14]([F:17])[CH:15]=[CH:16][C:11]=1[C:8]1[CH:9]=[CH:10][C:5]([C:3]([OH:4])=[O:2])=[CH:6][CH:7]=1 |f:1.2|. Reported procedure: Combine 4-carbomethoxyphenylboronic acid (1.021 g, 5.67 mmol), 1-bromo-2,4-difluorobenzene (1.000 g, 5.181 mmol.), Pd(OAc)2 (0.113 g, 0.50 mmol), triphenylphosphine (0.149 g, 0.505 mmol), and sodium carbonate (1.664 g, 0.568 mmol). Purge the reaction vessel with argon. Add dimethylformamide (20 mL) and water (2.0 mL) with stirring. Place sealed reaction in an 80° C. oil bath and allow to stir for 24 hours. Cool reaction to room temperature, dilute with ethyl acetate, and filter through a short p... Starting materials: O=C(C(COCc1ccc(Cl)c(Cl)c1)NCc1ccccc1)N1CCN(c2ccccc2[N+](=O)[O-])CC1, CCO, Cl[Sn]Cl. The product is Nc1ccccc1N1CCN(C(=O)C(COCc2ccc(Cl)c(Cl)c2)NCc2ccccc2)CC1. As a reaction SMILES: [CH2:4]([c:5]1[cH:6][cH:7][cH:8][cH:9][cH:10]1)[NH:11][CH:12]([C:13](=[O:14])[N:15]1[CH2:16][CH2:17][N:18]([c:21]2[c:22]([N+:27]([O-:28])=[O:29])[cH:23][cH:24][cH:25][cH:26]2)[CH2:19][CH2:20]1)[CH2:30][O:31][CH2:32][c:33]1[cH:34][c:35]([Cl:40])[c:36]([Cl:39])[cH:37][cH:38]1.[CH3:41][CH2:42][OH:43].[Sn:1]([Cl:2])[Cl:3]>>[CH2:4]([c:5]1[cH:6][cH:7][cH:8][cH:9][cH:10]1)[NH:11][CH:12]([C:13](=[O:14])[N:15]1[CH2:16][CH2:17][N:18]([c:21]2[c:22]([NH2:27])[cH:23][cH:24][cH:25][cH:26]2)[CH2:19][CH2:20]1)[CH2:30][O:31][CH2:32][c:33]1[cH:34][c:35]([Cl:40])[c:36]([Cl:39])[cH:37][cH:38]1. Solvent: C(C)O (ethanol). Run at time 2 hour. Reported procedure: 21.6 g of 2-fluoro-5-chlorobenzylhydrazine were added dropwise under nitrogen to a solution of 19.8 g of β-amino-β-ethoxyacrylic acid ethyl ester and 0.5 g of p-toluenesulphonic acid in 100 ml of ethanol, in the course of which the temperature rose from 20° to 30°. After stirring for two hours, the mixture was left to stand overnight and the compound identified above, which had separated out as a precipitate, was filtered off and recrystallised from ethanol. Melting point: 160°, 17 g (57%). The product is NC=1NN(C(C1)=O)CC1=CC(=CC=C1F)Cl (3-Amino-1-(3-chloro-6-fluorobenzyl)-pyrazol-5-one). Reaction SMILES: [F:1][C:2]1[CH:10]=[CH:9][C:8]([Cl:11])=[CH:7][C:3]=1[CH2:4][NH:5][NH2:6].C([O:14][C:15](=O)[CH:16]=[C:17]([NH2:21])OCC)C.C1(C)C=CC(S(O)(=O)=O)=CC=1>C(O)C>[NH2:21][C:17]1[NH:6][N:5]([CH2:4][C:3]2[C:2]([F:1])=[CH:10][CH:9]=[C:8]([Cl:11])[CH:7]=2)[C:15](=[O:14])[CH:16]=1. Reactants: FC1=C(CNN)C=C(C=C1)Cl (2-fluoro-5-chlorobenzylhydrazine), C(C)OC(C=C(OCC)N)=O (β-amino-β-ethoxyacrylic acid ethyl ester), C1(=CC=C(C=C1)S(=O)(=O)O)C (p-toluenesulphonic acid). Procedure details: n-Butyl lithium (1.58N, 52.5 ml, 83 mmol) was added dropwise to a stirred solution of dimethyl methylphosphonate (10.3 g, 83 mmol) in 100 ml of anhydrous THF at -78° C. under argon atmosphere. After 30 minutes, methyl o-methylbenzoate (5.0 g, 33 mmol) in 10 ml of anhydrous THF was added dropwise. After being stirred for 30 minutes, this reaction mixture was allowed to warm to 0° C., diluted with 5 ml of acetic acid and 10 ml of water, and concentrated. 20 ml of water was added and the mixture wa... Reaction conditions: temperature 0 celsius, time 30 minute. RXN SMILES: C([Li])CCC.[CH3:6][P:7](=[O:12])([O:10][CH3:11])[O:8][CH3:9].[CH3:13][C:14]1[CH:23]=[CH:22][CH:21]=[CH:20][C:15]=1[C:16](OC)=[O:17]>C1COCC1.C(O)(=O)C.O>[CH3:13][C:14]1[CH:23]=[CH:22][CH:21]=[CH:20][C:15]=1[C:16](=[O:17])[CH2:6][P:7](=[O:12])([O:10][CH3:11])[O:8][CH3:9]. Solvent: C1CCOC1 (THF), C1CCOC1 (THF), C(C)(=O)O (acetic acid), O (water). The reactants are C(CCC)[Li] (n-Butyl lithium), CP(OC)(OC)=O (dimethyl methylphosphonate), CC1=C(C(=O)OC)C=CC=C1 (methyl o-methylbenzoate). The yield is 85.2%. The product is CC1=C(C=CC=C1)C(CP(OC)(OC)=O)=O (dimethyl 2-o-methylphenyl-2-oxoethylphosphonate). The reactants are CCO, [H][H], O=[N+]([O-])c1ccn(CC(O)CO)n1. The product is Nc1ccn(CC(O)CO)n1. Reaction SMILES: [CH3:16][CH2:17][OH:18].[H:14][H:15].[N+:1]([O-:2])(=[O:3])[c:4]1[n:5][n:6]([CH2:9][CH:10]([CH2:11][OH:12])[OH:13])[cH:7][cH:8]1>>[NH2:1][c:4]1[n:5][n:6]([CH2:9][CH:10]([CH2:11][OH:12])[OH:13])[cH:7][cH:8]1. Reactants: C(=O)(OC)C1=C(C=CC=C1)C1=CC=C(C=C1)CN1C(=NC(=C1C=O)Cl)CCCC (1-(2'-carbomethoxybiphenyl-4-yl)methyl-2-butyl-4-chloroimidazole-5-carboxaldehyde), C1(=CC=CC=C1)P(=CC(C)=O)(C1=CC=CC=C1)C1=CC=CC=C1 (1-triphenylphosphoran-ylidene-2-propanone), C1=CC=CC=C1 (benzene). Product: C(=O)(OC)C1=C(C=CC=C1)C1=CC=C(C=C1)CN1C(=NC(=C1C=CC(C)=O)Cl)CCCC (4-[1-(2'-Carbomethoxybiphenyl-4-yl)methyl-2-butyl-4-chloroimidazol-5-yl]-3-buten-2-one). Reaction SMILES: [C:1]([C:5]1[CH:10]=[CH:9][CH:8]=[CH:7][C:6]=1[C:11]1[CH:16]=[CH:15][C:14]([CH2:17][N:18]2[C:22](C=O)=[C:21]([Cl:25])[N:20]=[C:19]2[CH2:26][CH2:27][CH2:28][CH3:29])=[CH:13][CH:12]=1)([O:3][CH3:4])=[O:2].C1(P(C2C=CC=CC=2)(C2C=CC=CC=2)=[CH:37][C:38](=[O:40])[CH3:39])C=CC=CC=1.[CH:53]1C=CC=CC=1>>[C:1]([C:5]1[CH:10]=[CH:9][CH:8]=[CH:7][C:6]=1[C:11]1[CH:12]=[CH:13][C:14]([CH2:17][N:18]2[C:22]([CH:53]=[CH:37][C:38](=[O:40])[CH3:39])=[C:21]([Cl:25])[N:20]=[C:19]2[CH2:26][CH2:27][CH2:28][CH3:29])=[CH:15][CH:16]=1)([O:3][CH3:4])=[O:2]. Procedure: A mixture of 0.5 g of 1-(2'-carbomethoxybiphenyl-4-yl)methyl-2-butyl-4-chloroimidazole-5-carboxaldehyde and 0.04 g of 1-triphenylphosphoran-ylidene-2-propanone in 20 mL of benzene was refluxed for 16 hours. The reaction mixture was concentrated to give an oily residue which was purified by flash chromatography on silica gel (hexane:ethyl acetate=1:1 elution). The desired compound was obtained as a thick yellowish liquid, 0.46 g; NMR (200 MHz, CDCl3): δ7.9-6.8 (m, 10H); 5.24 (s, 2H); 3.62 (s, 3H)... The reactants are Cl (hydrochloric acid), FC1=C(C=CC(=C1NC1=NC=CC=C1C1=C2N=CN(C2=NC=N1)C1OCCCC1)F)NS(=O)(=O)C=1C=CC=C2CCCOC12 (N-(2,4-difluoro-3-(3-(9-(tetrahydro-2H-pyran-2-yl)-9H-purin-6-yl)pyridin-2-ylamino)phenyl)chromane-8-sulfonamide). Conditions: time 2 hour. Yields the product N1=CN=C2NC=NC2=C1C=1C(=NC=CC1)NC=1C(=C(C=CC1F)NS(=O)(=O)C=1C=CC=C2CCCOC12)F (N-(3-(3-(9H-purin-6-yl)pyridin-2-ylamino)-2,4-difluorophenyl)chromane-8-sulfonamide). RXN SMILES: Cl.[F:2][C:3]1[C:8]([NH:9][C:10]2[C:15]([C:16]3[N:24]=[CH:23][N:22]=[C:21]4[C:17]=3[N:18]=[CH:19][N:20]4C3CCCCO3)=[CH:14][CH:13]=[CH:12][N:11]=2)=[C:7]([F:31])[CH:6]=[CH:5][C:4]=1[NH:32][S:33]([C:36]1[CH:37]=[CH:38][CH:39]=[C:40]2[C:45]=1[O:44][CH2:43][CH2:42][CH2:41]2)(=[O:35])=[O:34]>>[N:24]1[C:16]([C:15]2[C:10]([NH:9][C:8]3[C:3]([F:2])=[C:4]([NH:32][S:33]([C:36]4[CH:37]=[CH:38][CH:39]=[C:40]5[C:45]=4[O:44][CH2:43][CH2:42][CH2:41]5)(=[O:34])=[O:35])[CH:5]=[CH:6][C:7]=3[F:31])=[N:11][CH:12]=[CH:13][CH:14]=2)=[C:17]2[C:21]([NH:20][CH:19]=[N:18]2)=[N:22][CH:23]=1. Reported procedure: 1M aqueous hydrochloric acid solution was added into the N-(2,4-difluoro-3-(3-(9-(tetrahydro-2H-pyran-2-yl)-9H-purin-6-yl)pyridin-2-ylamino)phenyl)chromane-8-sulfonamide (20 mg, 0.033 mmol) prepared at Step 10 and stirred for 2 hours. After the reaction, the reactant was washed with an aqueous solution of sodium hydrogen carbonate and salt water. After extraction with ethylacetate, the organic layer was dried with sulfuric anhydride magnesium and vacuum concentrated, and then refined by means of...